Dataset: the Open Reaction Database (ORD), a public repository of structured organic reaction records. Task: describe an organic reaction: reactants, conditions, products, and yield RXN SMILES: [C:1]([O:2][CH2:3][CH3:4])(=[O:5])[Cl:6].[CH3:29][c:30]1[cH:31][cH:32][cH:33][cH:34][cH:35]1.[F:7][c:8]1[cH:9][cH:10][c:11]([CH:14]([O:15][CH:16]2[CH2:17][CH2:18][N:19]([CH3:22])[CH2:20][CH2:21]2)[c:23]2[cH:24][cH:25][cH:26][cH:27][cH:28]2)[cH:12][cH:13]1>>[C:1]([O:2][CH2:3][CH3:4])(=[O:5])[N:19]1[CH2:18][CH2:17][CH:16]([O:15][CH:14]([c:11]2[cH:10][cH:9][c:8]([F:7])[cH:13][cH:12]2)[c:23]2[cH:24][cH:25][cH:26][cH:27][cH:28]2)[CH2:21][CH2:20]1. Reactants: CCOC(=O)Cl, Cc1ccccc1, CN1CCC(OC(c2ccccc2)c2ccc(F)cc2)CC1. Yields the product CCOC(=O)N1CCC(OC(c2ccccc2)c2ccc(F)cc2)CC1. Starting materials: ice water, O (water), [BH4-].[Na+] (sodium borohydride), C(C)(=O)OCCCCC[C@H]1[C@H]2[C@@H]3CCC([C@@]3(C)CC[C@@H]2C=2C=CC(=CC2C1)O)=O (7α-(5-acetoxypentyl)-3-hydroxy-estra-1,3,5(10)-trien-17-one). Solvent: O1CCCC1 (tetrahydrofuran). Conditions: time 1 hour. Product: C(C)(=O)OCCCCC[C@H]1[C@H]2[C@@H]3CC[C@@H]([C@@]3(C)CC[C@@H]2C=2C=CC(=CC2C1)O)O (7α-(5-Acetoxypentyl)-estra-1,3,5(10)-triene-3,17β-diol). As a reaction SMILES: [C:1]([O:4][CH2:5][CH2:6][CH2:7][CH2:8][CH2:9][C@@H:10]1[CH2:27][C:26]2[CH:25]=[C:24]([OH:28])[CH:23]=[CH:22][C:21]=2[C@@H:20]2[C@@H:11]1[C@H:12]1[C@@:16]([CH2:18][CH2:19]2)([CH3:17])[C:15](=[O:29])[CH2:14][CH2:13]1)(=[O:3])[CH3:2].O.[BH4-].[Na+]>O1CCCC1>[C:1]([O:4][CH2:5][CH2:6][CH2:7][CH2:8][CH2:9][C@@H:10]1[CH2:27][C:26]2[CH:25]=[C:24]([OH:28])[CH:23]=[CH:22][C:21]=2[C@@H:20]2[C@@H:11]1[C@H:12]1[C@@:16]([CH2:18][CH2:19]2)([CH3:17])[C@@H:15]([OH:29])[CH2:14][CH2:13]1)(=[O:3])[CH3:2] |f:2.3|. Procedure: 6.0 g of 7α-(5-acetoxypentyl)-3-hydroxy-estra-1,3,5(10)-trien-17-one is dissolved in 65 ml of tetrahydrofuran, and 2 ml of water and 0.6 g of fine sodium borohydride are added at room temperature. After 1 hour of stirring at room temperature, the reaction mixture is added to ice water, extracted three times with ethyl acetate, and the organic phase is washed with sodium chloride solution, dried with sodium sulfate and concentrated by evaporation in a vacuum, raw yield 6.07 g. Reactants: C1COC2(CCC(CC2)=O)O1 (1,4-cyclohexanedione monoethylene ketal), O (water), C(CCC)[Li] (n-butyllithium), S1C(=NC=C1)NC(OC)=O (methyl 1,3-thiazol-2-ylcarbamate). Run in C1CCOC1 (THF), CCOC(=O)C (EtOAc), C1CCOC1 (THF). Yields the product OC1(CCC2(OCCO2)CC1)C1=CN=C(S1)NC(OC)=O (Methyl [5-(8-Hydroxy-1,4-dioxaspiro[4.5]dec-8-yl)-1,3-thiazol-2-yl]carbamate). Yield: 35.6%. Reaction SMILES: C([Li])CCC.[S:6]1[CH:10]=[CH:9][N:8]=[C:7]1[NH:11][C:12](=[O:15])[O:13][CH3:14].[CH2:16]1[O:26][C:19]2([CH2:24][CH2:23][C:22](=[O:25])[CH2:21][CH2:20]2)[O:18][CH2:17]1.O>C1COCC1.CCOC(C)=O>[OH:25][C:22]1([C:10]2[S:6][C:7]([NH:11][C:12](=[O:15])[O:13][CH3:14])=[N:8][CH:9]=2)[CH2:23][CH2:24][C:19]2([O:18][CH2:17][CH2:16][O:26]2)[CH2:20][CH2:21]1. Procedure details: A solution of n-butyllithium (10.0 mL of 1.6 M solution in hexane, 15.93 mmol) was added to methyl 1,3-thiazol-2-ylcarbamate (1.05 g, 6.64 mmol) in THF (10 mL) at −78° C. with stirring under N2. After being stirred at −78° C. for 1 h, a solution of 1,4-cyclohexanedione monoethylene ketal (1.84 g, 11.75 mmol) in THF (10 mL) was added to the lithiated compound solution via syringe at −78° C. The reaction mixture was allowed to warm to room temperature slowly and stirred overnight. water and EtOAc ... Starting materials: ClCCl, CC1(c2ccccc2)CCOCC1, O=S(=O)(O)Cl. The product is CC1(c2ccc(S(=O)(=O)Cl)cc2)CCOCC1. RXN SMILES: [CH2:19]([Cl:20])[Cl:21].[CH3:1][C:2]1([c:8]2[cH:9][cH:10][cH:11][cH:12][cH:13]2)[CH2:3][CH2:4][O:5][CH2:6][CH2:7]1.[Cl:14][S:15](=[O:16])(=[O:17])[OH:18]>>[CH3:1][C:2]1([c:8]2[cH:9][cH:10][c:11]([S:15]([Cl:14])(=[O:16])=[O:17])[cH:12][cH:13]2)[CH2:3][CH2:4][O:5][CH2:6][CH2:7]1.